Dataset: the Open Reaction Database (ORD), a public repository of structured organic reaction records. Task: describe an organic reaction: reactants, conditions, products, and yield Product: O=C(CC1CCCCC1)c1ccc(OC(=O)c2cccnc2)cc1. The reactants are O=C(O)c1cccnc1, O=C(CC1CCCCC1)c1ccc(O)cc1, [Cl-], Cl, O, c1ccncc1. As a reaction SMILES: [C:19]([c:20]1[cH:21][n:22][cH:23][cH:24][cH:25]1)(=[O:26])[OH:27].[CH:1]1([CH2:7][C:8](=[O:9])[c:10]2[cH:11][cH:12][c:13]([OH:16])[cH:14][cH:15]2)[CH2:2][CH2:3][CH2:4][CH2:5][CH2:6]1.[Cl-:18].[ClH:17].[OH2:28].[cH:29]1[cH:30][cH:31][n:32][cH:33][cH:34]1>>[CH:1]1([CH2:7][C:8](=[O:9])[c:10]2[cH:11][cH:12][c:13]([O:16][C:19]([c:20]3[cH:21][n:22][cH:23][cH:24][cH:25]3)=[O:26])[cH:14][cH:15]2)[CH2:2][CH2:3][CH2:4][CH2:5][CH2:6]1. Reactants: FC1=CC=C(CNC=2N=C(C=C3C2NC(=C3C)C)C#N)C=C1 (7-(4-fluorobenzylamino)-2,3-dimethyl-1H-pyrrolo[2,3-c]pyridin-5-carbonitrile), Cl (hydrochloric acid). The solvent is C(C)(=O)OCC (ethyl acetate). Product: Cl.FC1=CC=C(CNC=2N=C(C=C3C2NC(=C3C)C)C#N)C=C1 (7-(4-fluorobenzylamino)-2,3-dimethyl-1H-pyrrolo[2,3-c]pyridin-5-carbonitrile hydrochloride). As a reaction SMILES: [F:1][C:2]1[CH:22]=[CH:21][C:5]([CH2:6][NH:7][C:8]2[N:9]=[C:10]([C:19]#[N:20])[CH:11]=[C:12]3[C:16]([CH3:17])=[C:15]([CH3:18])[NH:14][C:13]=23)=[CH:4][CH:3]=1.[ClH:23]>C(OCC)(=O)C>[ClH:23].[F:1][C:2]1[CH:22]=[CH:21][C:5]([CH2:6][NH:7][C:8]2[N:9]=[C:10]([C:19]#[N:20])[CH:11]=[C:12]3[C:16]([CH3:17])=[C:15]([CH3:18])[NH:14][C:13]=23)=[CH:4][CH:3]=1 |f:3.4|. Procedure: A solution of 7-(4-fluorobenzylamino)-2,3-dimethyl-1H-pyrrolo[2,3-c]pyridin-5-carbonitrile prepared in Step 1 in ethyl acetate was saturated with hydrochloric acid gas and then filtered to give 3.2 mg of the titled compound as a white solid. Starting materials: CSSC (dimethyl disulfide), FC1=NC(=CC=C1)C1=CC=C(C=C1)C(F)(F)F (2-fluoro-6-(4'-trifluoromethyl-phenyl)pyridine), [Li+].CC(C)[N-]C(C)C (LDA). Solvent: C1CCOC1 (THF), C1CCOC1 (THF). Conditions: temperature -20 celsius. Product: FC1=NC(=CC=C1SC)C1=CC=C(C=C1)C(F)(F)F (2-Fluoro-6-(4'-trifluoromethylphenyl)-3-methylthio-pyridine). Yield: 41.8%. Reaction SMILES: [F:1][C:2]1[CH:7]=[CH:6][CH:5]=[C:4]([C:8]2[CH:13]=[CH:12][C:11]([C:14]([F:17])([F:16])[F:15])=[CH:10][CH:9]=2)[N:3]=1.[Li+].CC([N-]C(C)C)C.[CH3:26][S:27]SC>C1COCC1>[F:1][C:2]1[C:7]([S:27][CH3:26])=[CH:6][CH:5]=[C:4]([C:8]2[CH:13]=[CH:12][C:11]([C:14]([F:15])([F:16])[F:17])=[CH:10][CH:9]=2)[N:3]=1 |f:1.2|. Procedure details: To a solution of 2-fluoro-6-(4'-trifluoromethyl-phenyl)pyridine (2.4 g, 10 mmol, prepared according to example 17) in dry THF (35 mL) is added dropwise a solution of 2M LDA in THF (7.5 mL, 15 mmol) at -70° C. After 2 hours at -70° C. dimethyl disulfide (1.41 g, 15 mmol) is added and the reaction mixture is allowed to warm at -20 ° C. The mixture is hydrolysed and extracted with diethylether. After separation the organic layer is dried with anhydrous magnesium sulphate. The solvents are removed a... Starting materials: C(C)OC(=O)C1=C(N=C(S1)C)N(C(=O)N)CC1=CC=CC=C1 (4-(1-benzyl-ureido)-2-methyl-thiazole-5-carboxylic acid ethyl ester), C[O-].[Na+] (sodium methoxide). Solvent: CO (MeOH), CO (MeOH). Conditions: time 18 hour. Product: C(C1=CC=CC=C1)N1C(NC(C2=C1N=C(S2)C)=O)=O (4-Benzyl-2-methyl-4H-thiazolo[4,5-d]pyrimidine-5,7-dione). The yield is 63.0%. RXN SMILES: C([O:3][C:4]([C:6]1[S:10][C:9]([CH3:11])=[N:8][C:7]=1[N:12]([CH2:16][C:17]1[CH:22]=[CH:21][CH:20]=[CH:19][CH:18]=1)[C:13]([NH2:15])=[O:14])=O)C.C[O-].[Na+]>CO>[CH2:16]([N:12]1[C:7]2[N:8]=[C:9]([CH3:11])[S:10][C:6]=2[C:4](=[O:3])[NH:15][C:13]1=[O:14])[C:17]1[CH:22]=[CH:21][CH:20]=[CH:19][CH:18]=1 |f:1.2|. Reported procedure: To a solution of 4-benzylamino-2-methyl-thiazole-5-carboxylic acid ethyl ester (0.40 g, 1.45 mmol) in DCM (10 mL) was added chlorosulfonyl isocyanate (140 μL, 1.59 mmol) dropwise at −78° C. The mixture was allowed to warm to RT and stirred for 30 minutes. The resulting solution was concentrated in vacuo then dissolved in acetone (5 mL), before H2O (2 mL) was added dropwise. The mixture was stirred at RT for 30 minutes, then concentrated in vacuo. The resultant oil was partitioned between EtOAc a... The reactants are NCC1=NC=CC=C1 (2-(aminomethyl)pyridine), C(=O)(N1C=NC=C1)N1C=NC=C1 (1,1'-carbonyldiimidazole), C1(CCCC1)OC=1C=C(C=CC1OC)C1CCNCC1 (4-(3-cyclopentyloxy-4-methoxyphenyl)piperidine). Run in C1(=CC=CC=C1)C (toluene), C1(=CC=CC=C1)C (toluene). Conditions: time 30 minute. The product is C1(CCCC1)OC=1C=C(C=CC1OC)C1CCN(CC1)C(=O)NCC1=NC=CC=C1 (4-[3-(cyclopentyloxy)-4-methoxyphenyl]-N-(2-pyridinylmethyl)-1-piperidinecarboxamide). Isolated yield 16.0%. As a reaction SMILES: [C:1]([N:8]1[CH:12]=[CH:11]N=[CH:9]1)([N:3]1[CH:7]=[CH:6][N:5]=[CH:4]1)=[O:2].N[CH2:14][C:15]1[CH:20]=CC=CN=1.[CH:21]1([O:26][C:27]2[CH:28]=[C:29]([CH:35]3[CH2:40]CNCC3)[CH:30]=[CH:31][C:32]=2[O:33][CH3:34])[CH2:25][CH2:24][CH2:23][CH2:22]1>C1(C)C=CC=CC=1>[CH:21]1([O:26][C:27]2[CH:28]=[C:29]([CH:35]3[CH2:40][CH2:9][N:8]([C:1]([NH:3][CH2:7][C:6]4[CH:20]=[CH:15][CH:14]=[CH:4][N:5]=4)=[O:2])[CH2:12][CH2:11]3)[CH:30]=[CH:31][C:32]=2[O:33][CH3:34])[CH2:22][CH2:23][CH2:24][CH2:25]1. Reported procedure: To a magnetically-stirred suspension of 1,1'-carbonyldiimidazole (3.6 mmol, 0.583 g) in dry toluene (20 mL) at 0° C. was added neat 2-(aminomethyl)pyridine (3.6 mmol, 0.371 mL) dropwise over 10 min. The resulting suspension was stirred at room temperature for 30 minutes, then, heated to reflux for 1.25 hours. The oily solution was slowly cooled to room temperature, at which time a solution of 4-(3-cyclopentyloxy-4-methoxyphenyl)piperidine (1.8 mmol, 0.500 g) in toluene (5 mL) was added dropwise ... The reactants are C1(CCCC1)N1C2=C(N(C(C(C1)(F)F)=O)C)C=NC(=N2)NC2=C(C=C(C(=O)O)C=C2)OC (4-(9-cyclopentyl-7,7-difluoro-5-methyl-6-oxo-6,7,8,9-tetrahydro-5H-pyrimido[4,5-b][1,4]diazepin-2-ylamino)-3-methoxy-benzoic acid), C(C)N(C(C)C)C(C)C (ethyldiisopropyl amine), FC(CN1CCC(CC1)N)(F)F (1-(2,2,2-trifluoro-ethyl)-piperidin-4-ylamine), Cl (hydrochloride), 1-(di-1-pyrrolidinylmethylene)-1H-benzotriazolium 3-oxide hexafluorophosphate. The solvent is CN(C=O)C (dimethylformamide), ice water. Conditions: time 1 hour. Yields the product C1(CCCC1)N1C2=C(N(C(C(C1)(F)F)=O)C)C=NC(=N2)NC2=C(C=C(C(=O)NC1CCN(CC1)CC(F)(F)F)C=C2)OC (4-(9-cyclopentyl-7,7-difluoro-5-methyl-6-oxo-6,7,8,9-tetrahydro-5H-pyrimido[4,5-b][1,4]diazepin-2-ylamino)-3-methoxy-N-[1-(2,2,2-trifluoro-ethyl)-piperidin-4-yl]-benzamide). Isolated yield 81.8%. RXN SMILES: [CH:1]1([N:6]2[CH2:12][C:11]([F:14])([F:13])[C:10](=[O:15])[N:9]([CH3:16])[C:8]3[CH:17]=[N:18][C:19]([NH:21][C:22]4[CH:30]=[CH:29][C:25]([C:26](O)=[O:27])=[CH:24][C:23]=4[O:31][CH3:32])=[N:20][C:7]2=3)[CH2:5][CH2:4][CH2:3][CH2:2]1.C(N(C(C)C)C(C)C)C.[F:42][C:43]([F:53])([F:52])[CH2:44][N:45]1[CH2:50][CH2:49][CH:48]([NH2:51])[CH2:47][CH2:46]1.Cl>CN(C)C=O>[CH:1]1([N:6]2[CH2:12][C:11]([F:14])([F:13])[C:10](=[O:15])[N:9]([CH3:16])[C:8]3[CH:17]=[N:18][C:19]([NH:21][C:22]4[CH:30]=[CH:29][C:25]([C:26]([NH:51][CH:48]5[CH2:49][CH2:50][N:45]([CH2:44][C:43]([F:53])([F:42])[F:52])[CH2:46][CH2:47]5)=[O:27])=[CH:24][C:23]=4[O:31][CH3:32])=[N:20][C:7]2=3)[CH2:2][CH2:3][CH2:4][CH2:5]1. Procedure: To a mixture of 0.10 g (0.22 mmole) of 4-(9-cyclopentyl-7,7-difluoro-5-methyl-6-oxo-6,7,8,9-tetrahydro-5H-pyrimido[4,5-b][1,4]diazepin-2-ylamino)-3-methoxy-benzoic acid (I-22), 0.20 mL (1.1 mmole) of ethyldiisopropyl amine and 0.068 g (0.26 mmole) of 1-(2,2,2-trifluoro-ethyl)-piperidin-4-ylamine; hydrochloride in 4.0 mL of dimethylformamide was added 0.11 g (0.25 mmole) of 1-(di-1-pyrrolidinylmethylene)-1H-benzotriazolium 3-oxide hexafluorophosphate. The mixture was stirred at room temperature f... Starting materials: C(C1=CC=CC=C1)OC(=O)N1C(CC(CC1)C(=O)O)C1=NN=NN1C (1-(Benzyloxycarbonyl)-2-(1-methyl-1H-tetrazol-5-yl)piperidine-4-carboxylic acid), C(C1=CC=CC=C1)OC(=O)N1C(CC(CC1)C(=O)O)C1=NN=NN1C (1-(Benzyloxycarbonyl)-2-(1-methyl-1H-tetrazol-5-yl)piperidine-4-carboxylic acid), N1(C=NC=C1)C(=O)N1C=NC=C1 (di(1H-imidazol-1-yl)methanone), C(C)OC(CC(=O)[O-])=O.[K+] (potassium 3-ethoxy-3-oxopropanoate), [Cl-].[Mg+2].[Cl-] (magnesium chloride). Solvent: C1CCOC1 (THF), C1CCOC1 (THF). Run at time 8 hour. The product is C(C)OC(CC(=O)[C@@H]1C[C@@H](N(CC1)C(=O)OCC1=CC=CC=C1)C1=NN=NN1C)=O (Cis-benzyl 4-(3-ethoxy-3-oxopropanoyl)-2-(1-methyl-1H-tetrazol-5-yl)piperidine-1-carboxylate). The yield is 81.1%. As a reaction SMILES: [CH2:1]([O:8][C:9]([N:11]1[CH2:16][CH2:15][CH:14]([C:17]([OH:19])=O)[CH2:13][CH:12]1[C:20]1[N:24]([CH3:25])[N:23]=[N:22][N:21]=1)=[O:10])[C:2]1[CH:7]=[CH:6][CH:5]=[CH:4][CH:3]=1.N1(C(N2C=CN=C2)=O)C=CN=C1.[CH2:38]([O:40][C:41](=[O:46])[CH2:42]C([O-])=O)[CH3:39].[K+].[Cl-].[Mg+2].[Cl-]>C1COCC1>[CH2:38]([O:40][C:41](=[O:46])[CH2:42][C:17]([C@H:14]1[CH2:15][CH2:16][N:11]([C:9]([O:8][CH2:1][C:2]2[CH:7]=[CH:6][CH:5]=[CH:4][CH:3]=2)=[O:10])[C@@H:12]([C:20]2[N:24]([CH3:25])[N:23]=[N:22][N:21]=2)[CH2:13]1)=[O:19])[CH3:39] |f:2.3,4.5.6|. Procedure details: 1-(Benzyloxycarbonyl)-2-(1-methyl-1H-tetrazol-5-yl)piperidine-4-carboxylic acid (0.495 g, 1.43 mmol) (reference compound 37) was dissolved in THF (4 mL) and then di(1H-imidazol-1-yl)methanone (0.349 g, 2.15 mmol) was added. The reaction was stirred overnight at room temperature (flask 1). In a separate flask potassium 3-ethoxy-3-oxopropanoate (0.488 g, 2.87 mmol) and anhydrous magnesium chloride (0.273 g, 2.87 mmol) were suspended in THF (4.00 mL) and stirred at 50° C. under nitrogen overnight a... The reactants are Br, CC(=O)O, Cc1ccc(S(=O)(=O)N2Cc3c(Cl)sc(Cl)c3C2)cc1. Product: Clc1sc(Cl)c2c1CNC2. Reaction SMILES: [BrH:21].[CH3:22][C:23](=[O:24])[OH:25].[Cl:1][c:2]1[s:3][c:4]([Cl:20])[c:5]2[c:6]1[CH2:7][N:8]([S:10]([c:11]1[cH:12][cH:13][c:14]([CH3:15])[cH:16][cH:17]1)(=[O:18])=[O:19])[CH2:9]2>>[Cl:1][c:2]1[s:3][c:4]([Cl:20])[c:5]2[c:6]1[CH2:7][NH:8][CH2:9]2. The reactants are C1(=CC=CC=C1)C(CCO)(C(CC)=O)C1=CC=CC=C1 (3,3-diphenyl-4-oxo-hexanol). Run in CS(=O)C (DMSO), P(=O)([O-])([O-])[O-] (phosphate). Conditions: time 10 minute. The product is C1(=CC=CC=C1)C(CC=O)(C(CC)=O)C1=CC=CC=C1 (3,3-diphenyl-4-oxo-hexanal). As a reaction SMILES: [C:1]1([C:7]([C:15]2[CH:20]=[CH:19][CH:18]=[CH:17][CH:16]=2)([C:11](=[O:14])[CH2:12][CH3:13])[CH2:8][CH2:9][OH:10])[CH:6]=[CH:5][CH:4]=[CH:3][CH:2]=1>CS(C)=O.P([O-])([O-])([O-])=O>[C:1]1([C:7]([C:15]2[CH:20]=[CH:19][CH:18]=[CH:17][CH:16]=2)([C:11](=[O:14])[CH2:12][CH3:13])[CH2:8][CH:9]=[O:10])[CH:2]=[CH:3][CH:4]=[CH:5][CH:6]=1. Procedure: Fifteen milligrams of 3,3-diphenyl-4-oxo-hexanol (0.043 mmol) was dissolved in DMSO (1 ml). A 10 mg/ml thyroglobulin solution was prepared by dissolving 170 mg of thyroglobulin in 17 ml 0.05M phosphate buffer, pH 9.0. While stirring, the dissolved hapten was added dropwise to the thyroglobulin solution. The hapten vial was rinsed with an additional 0.5 ml DMSO and added dropwise to the solution. The resultant mixture was stirred at room temperature for 1 hour. Five milligrams of sodium cyanoboro... The reactants are C(C)(=O)[O-].[Na+] (Sodium acetate), Cl.NO (hydroxylamine hydrochloride), C(C)OC=C(C(=O)C1=C(C=C(C=C1)S(=O)(=O)C)C(F)(F)F)C(=O)C1(CC1)C (2-ethoxymethylene-1-(4-methylsulphonyl-2-trifluoromethylphenyl)-3-(1-methylcyclopropyl)-propane-1,3-dione). Solvent: industrial methylated spirit. Reaction conditions: time 3 hour. The product is CS(=O)(=O)C1=CC(=C(C(=O)C=2C=NOC2C2(CC2)C)C=C1)C(F)(F)F (4-(4-methylsulphonyl-2-trifluoromethylbenzoyl)-5-(1-methylcyclopropyl)isoxazole). Isolated yield 90.3%. Reaction SMILES: C([O-])(=O)C.[Na+].Cl.[NH2:7]O.C(O[CH:12]=[C:13]([C:30]([C:32]1([CH3:35])[CH2:34][CH2:33]1)=[O:31])[C:14]([C:16]1[CH:21]=[CH:20][C:19]([S:22]([CH3:25])(=[O:24])=[O:23])=[CH:18][C:17]=1[C:26]([F:29])([F:28])[F:27])=[O:15])C>>[CH3:25][S:22]([C:19]1[CH:20]=[CH:21][C:16]([C:14]([C:13]2[CH:12]=[N:7][O:31][C:30]=2[C:32]2([CH3:35])[CH2:34][CH2:33]2)=[O:15])=[C:17]([C:26]([F:29])([F:28])[F:27])[CH:18]=1)(=[O:24])=[O:23] |f:0.1,2.3|. Reported procedure: Sodium acetate (1.0 g) was added to a stirring mixture of hydroxylamine hydrochloride (0.85 g) and 2-ethoxymethylene-1-(4-methylsulphonyl-2-trifluoromethylphenyl)-3-(1-methylcyclopropyl)-propane-1,3-dione (4.2 g) in industrial methylated spirit (200ml). The mixture was stirred at room temperature for 3 hours. The mixture was evaporated to dryness and then suspended in ethyl acetate (100 ml). The resultant suspension was washed with water (100 ml), dried (anhydrous magnesium sulphate) and filtere...